Task: describe an organic reaction: reactants, conditions, products, and yield. Dataset: the Open Reaction Database (ORD), a public repository of structured organic reaction records The reactants are C(C)O.O.O1CCOCC1 (ethanol water dioxane), CC1=NC=C(C(=N1)C=1C=C2C=CN(C2=CC1)C)C(=O)OCC (ethyl 2-methyl-4-(1-methyl-1 H-indol-5-yl)pyrimidine-5-carboxylate), O.[OH-].[Li+] (lithium hydroxide hydrate). Solvent: C(C)(=O)OCC (ethyl acetate), C(CC(O)(C(=O)O)CC(=O)O)(=O)O (citric acid). Reaction conditions: time 8 hour. The product is CC1=NC=C(C(=N1)C=1C=C2C=CN(C2=CC1)C)C(=O)O (2-methyl-4-(1-methyl-1 H-indol-5-yl)pyrimidine-5-carboxylic acid). Yield: 37.3%. RXN SMILES: C(O)C.O.O1CCOCC1.[CH3:11][C:12]1[N:17]=[C:16]([C:18]2[CH:19]=[C:20]3[C:24](=[CH:25][CH:26]=2)[N:23]([CH3:27])[CH:22]=[CH:21]3)[C:15]([C:28]([O:30]CC)=[O:29])=[CH:14][N:13]=1.O.[OH-].[Li+]>C(OCC)(=O)C.C(O)(=O)CC(CC(O)=O)(C(O)=O)O>[CH3:11][C:12]1[N:17]=[C:16]([C:18]2[CH:19]=[C:20]3[C:24](=[CH:25][CH:26]=2)[N:23]([CH3:27])[CH:22]=[CH:21]3)[C:15]([C:28]([OH:30])=[O:29])=[CH:14][N:13]=1 |f:0.1.2,4.5.6|. Procedure: In a mix of ethanol:water:dioxane (1:1:1, 9 mL) was placed ethyl 2-methyl-4-(1-methyl-1 H-indol-5-yl)pyrimidine-5-carboxylate (391 mg, 1.324 mmol) and lithium hydroxide hydrate (222 mg, 5.30 mmol). The mix stirred at RT overnight. The mix was diluted with ethyl acetate (25 mL) and 5% citric acid (20 mL). The organic phase was separated, washed with brine (20 mL) and dried over sodium sulfate. The solvent was evaporated at reduced pressure to give 2-methyl-4-(1-methyl-1 H-indol-5-yl)pyrimidine-5-...